From a dataset of the Open Reaction Database (ORD), a public repository of structured organic reaction records. describe an organic reaction: reactants, conditions, products, and yield Reactants: FC1=C(C=C2C=NN(C2=C1)C)CC1=CN=C2N1N=C(C=C2)C(CC)O (1-(3-((6-fluoro-1-methyl-1H-indazol-5-yl)methyl)imidazo[1,2-b]pyridazin-6-yl)propan-1-ol), TEA, CC(=O)OI1(C=2C=CC=CC2C(=O)O1)(OC(=O)C)OC(=O)C (Dess-Martin periodinane). Run in C(Cl)Cl (DCM). Run at time 10 minute. The product is FC1=C(C=C2C=NN(C2=C1)C)CC1=CN=C2N1N=C(C=C2)C(CC)=O (1-(3-((6-fluoro-1-methyl-1H-indazol-5-yl)methyl)imidazo[1,2-b]pyridazin-6-yl)propan-1-one). Yield: 79.0%. Reaction SMILES: [F:1][C:2]1[CH:10]=[C:9]2[C:5]([CH:6]=[N:7][N:8]2[CH3:11])=[CH:4][C:3]=1[CH2:12][C:13]1[N:17]2[N:18]=[C:19]([CH:22]([OH:25])[CH2:23][CH3:24])[CH:20]=[CH:21][C:16]2=[N:15][CH:14]=1.CC(OI1(OC(C)=O)(OC(C)=O)OC(=O)C2C=CC=CC1=2)=O>C(Cl)Cl>[F:1][C:2]1[CH:10]=[C:9]2[C:5]([CH:6]=[N:7][N:8]2[CH3:11])=[CH:4][C:3]=1[CH2:12][C:13]1[N:17]2[N:18]=[C:19]([C:22](=[O:25])[CH2:23][CH3:24])[CH:20]=[CH:21][C:16]2=[N:15][CH:14]=1. Procedure details: To a solution 1-(3-((6-fluoro-1-methyl-1H-indazol-5-yl)methyl)imidazo[1,2-b]pyridazin-6-yl)propan-1-ol (13 mg, 0.015 mmol) in DCM (3 mL), was added TEA (0.011 ml, 0.079 mmol) and Dess-Martin periodinane (40 mg, 0.094 mmol). After stirring at rt for 10 min, the reaction was quenched with Na2SO3(aq), extracted with DCM. The organic layer was separated, dried over Na2SO4 and concentrated in vacuo to give a residue, which was purified by silica gel column chromatography with gradient Hex:EA to give ... Reactants: C(C)P(O)(=O)CCC#N (ethyl(2-cyanoethyl)phosphinic acid), C(CCCO)O (1,4-butanediol). Solvent: C1(=CC=CC=C1)C (toluene). Product: C(C)P(OCCCCO)(=O)CCC#N (4-hydroxybutyl ethyl(2-cyanoethyl)phosphinate). The yield is 91.8%. RXN SMILES: [CH2:1]([P:3]([CH2:6][CH2:7][C:8]#[N:9])(=[O:5])[OH:4])[CH3:2].[CH2:10](O)[CH2:11][CH2:12][CH2:13][OH:14]>C1(C)C=CC=CC=1>[CH2:1]([P:3]([CH2:6][CH2:7][C:8]#[N:9])(=[O:4])[O:5][CH2:10][CH2:11][CH2:12][CH2:13][OH:14])[CH3:2]. Reported procedure: 441 g (3.0 mol) of ethyl-2-cyanoethylphosphinic acid (produced as in Example 5) are at 80° C. dissolved in 400 ml of toluene and admixed with 315 g (3.5 mol) of 1,4-butanediol and esterified at about 100° C. in a distillation apparatus equipped with water trap during 4 h. On completion of the esterification the toluene and excess ethyl glycol is removed in vacuo to leave 604 g (92% of theory) of 4-hydroxybutyl ethyl(2-cyanoethyl)phosphinate as colorless oil.